describe an organic reaction: reactants, conditions, products, and yield From a dataset of the Open Reaction Database (ORD), a public repository of structured organic reaction records. Reactants: O (water), ClC1=C(C=C(C=C1)NC(=O)C1=C(OC=C1)C)CO (N-(4-chloro-3-hydroxymethylphenyl)-2-methyl-3-furancarboxamide), resultant mixture, P(Br)(Br)Br (phosphorus tribromide). The product is BrCC=1C=C(C=CC1Cl)NC(=O)C1=C(OC=C1)C (N-(3-bromomethyl-4-chlorophenyl)-2-methyl-3-furancarboxamide). As a reaction SMILES: [Cl:1][C:2]1[CH:7]=[CH:6][C:5]([NH:8][C:9]([C:11]2[CH:15]=[CH:14][O:13][C:12]=2[CH3:16])=[O:10])=[CH:4][C:3]=1[CH2:17]O.P(Br)(Br)[Br:20].O>C(OCC)(=O)C>[Br:20][CH2:17][C:3]1[CH:4]=[C:5]([NH:8][C:9]([C:11]2[CH:15]=[CH:14][O:13][C:12]=2[CH3:16])=[O:10])[CH:6]=[CH:7][C:2]=1[Cl:1]. Solvent: C(C)(=O)OCC (ethyl acetate). Reported procedure: 12 g of the N-(4-chloro-3-hydroxymethylphenyl)-2-methyl-3-furancarboxamide prepared in Step 5 above, was dissolved in 180 ml ethyl acetate. 1.8 ml of phosphorus tribromide was then added. The resultant mixture was stirred for 90 minutes at room temperature. 100 ml of water was then added to the mixture. The resultant organic phase was separated, washed with water, aqueous sodium bicarbonate solution and water, and then dried over magnesium sulfate. The solvent was evaporated off to produce 12.97... The reactants are CCOC(C)=O, O=C(Cl)CCCC1C(=O)OCN1C(=O)OCc1ccccc1, C1CCOC1, O. RXN SMILES: [CH3:24][CH2:25][O:26][C:27](=[O:28])[CH3:29].[Cl:1][C:2](=[O:3])[CH2:4][CH2:5][CH2:6][CH:7]1[N:8]([C:13](=[O:14])[O:15][CH2:16][c:17]2[cH:18][cH:19][cH:20][cH:21][cH:22]2)[CH2:9][O:10][C:11]1=[O:12].[O:30]1[CH2:31][CH2:32][CH2:33][CH2:34]1.[OH2:23]>>[CH:2](=[O:3])[CH2:4][CH2:5][CH2:6][CH:7]1[N:8]([C:13](=[O:14])[O:15][CH2:16][c:17]2[cH:18][cH:19][cH:20][cH:21][cH:22]2)[CH2:9][O:10][C:11]1=[O:12]. The product is O=CCCCC1C(=O)OCN1C(=O)OCc1ccccc1.